Dataset: the Open Reaction Database (ORD), a public repository of structured organic reaction records. Task: describe an organic reaction: reactants, conditions, products, and yield The reactants are C1(=CC=CC=C1)O (phenol), [C-]#N.[C-]#N.[C-]#N.[C-]#N.[C-]#N.[N-]=O.O.O.[Na+].[Na+].[Fe+4] (sodium nitroprusside). Run in O (water). Yields the product C1(=CC=CC=C1)O.[C-]#N.[C-]#N.[C-]#N.[C-]#N.[C-]#N.[N-]=O.[Fe+4] (Phenol nitroprusside). RXN SMILES: [C:1]1([OH:7])[CH:6]=[CH:5][CH:4]=[CH:3][CH:2]=1.[C-:8]#[N:9].[C-]#N.[C-]#N.[C-]#N.[C-]#N.[N-:18]=[O:19].O.O.[Na+].[Na+].[Fe+4:24]>O>[C:1]1([OH:7])[CH:6]=[CH:5][CH:4]=[CH:3][CH:2]=1.[C-:8]#[N:9].[C-:8]#[N:9].[C-:8]#[N:9].[C-:8]#[N:9].[C-:8]#[N:9].[N-:18]=[O:19].[Fe+4:24] |f:1.2.3.4.5.6.7.8.9.10.11,13.14.15.16.17.18.19.20|. Reported procedure: 10 mg/ml phenol and 50 μg/ml sodium nitroprusside in water. The reactants are C(C)OC(C=CC(CC1=CC2=CC=CC=C2C=C1)N(C(C1=CC(=CC(=C1)C(F)(F)F)C(F)(F)F)=O)C)=O (4-[N-methyl-N-(3,5-bistrifluoromethyl-benzoyl)-amino]-5-(naphth-2-yl)-pent-2-enoic acid ethyl ester), [OH-].[Li+] (lithium hydroxide). Solvent: O1CCCC1 (tetrahydrofuran), O (water), CO (methanol). Run at time 120 minute. Yields the product CN(C(C1=CC(=CC(=C1)C(F)(F)F)C(F)(F)F)=O)C(C=CC(=O)O)CC1=CC2=CC=CC=C2C=C1 (4-[N-Methyl-N-(3,5-bistrifluoromethyl-benzoyl)-amino]-5-(naphth-2-yl)-pent-2-enoic acid). As a reaction SMILES: C([O:3][C:4](=[O:37])[CH:5]=[CH:6][CH:7]([N:19]([CH3:36])[C:20](=[O:35])[C:21]1[CH:26]=[C:25]([C:27]([F:30])([F:29])[F:28])[CH:24]=[C:23]([C:31]([F:34])([F:33])[F:32])[CH:22]=1)[CH2:8][C:9]1[CH:18]=[CH:17][C:16]2[C:11](=[CH:12][CH:13]=[CH:14][CH:15]=2)[CH:10]=1)C.[OH-].[Li+]>CO.O1CCCC1.O>[CH3:36][N:19]([CH:7]([CH2:8][C:9]1[CH:18]=[CH:17][C:16]2[C:11](=[CH:12][CH:13]=[CH:14][CH:15]=2)[CH:10]=1)[CH:6]=[CH:5][C:4]([OH:37])=[O:3])[C:20](=[O:35])[C:21]1[CH:22]=[C:23]([C:31]([F:33])([F:34])[F:32])[CH:24]=[C:25]([C:27]([F:30])([F:28])[F:29])[CH:26]=1 |f:1.2|. Procedure: A solution of 23.0 g of 4-[N-methyl-N-(3,5-bistrifluoromethyl-benzoyl)-amino]-5-(naphth-2-yl)-pent-2-enoic acid ethyl ester [see example 20d)] and 9.23 g of lithium hydroxide (monohydrate) in 240 ml of methanol, 175 ml of tetrahydrofuran and 72 ml of water is stirred at room temperature for 120 minutes and then concentrated by evaporation. The residue is dissolved in 200 ml of water, acidified to pH=2 with 0.1N hydrochloric acid and extracted three times using 200 ml of ethyl acetate each time. ...